From a dataset of the Open Reaction Database (ORD), a public repository of structured organic reaction records. describe an organic reaction: reactants, conditions, products, and yield Solvent: CN(C)C=O (DMF), C(C)N(CC)CC (Triethylamine). Product: N(CC(=O)N[C@@H](CCCC)C(=O)N1[C@H](C(=O)N)CCC1)C(=O)OC(C)(C)C (Boc-Gly-Nleu-Pro-NH2). Reported procedure: Boc-Gly-Nleu-Pro-OH (1.1 g, 2.85 mmol.), NH4Cl (0.5 g, 8.6 mmol.) and HOBt (0.5 g, 3.7 mmol.) were dissolved in DMF and the solution was chilled to 0° C. on a water-ice bath. Triethylamine (1.4 ml) was added slowly while stirring the solution. After 10 minutes, EDC (0.73 g, 3.7 mmol.) was added to the solution and the stirring continued overnight. The DMF was removed under reduced pressure and the resulting mixture was poured into 300 ml ethyl acetate. The ethyl acetate solution was washed by H2... Reactants: C(CCl)Cl (EDC), N(CC(=O)N[C@@H](CCCC)C(=O)N1[C@H](C(=O)O)CCC1)C(=O)OC(C)(C)C (Boc-Gly-Nleu-Pro-OH), [NH4+].[Cl-] (NH4Cl), C=1C=CC2=C(C1)N=NN2O (HOBt). Reaction SMILES: [NH:1]([C:21]([O:23][C:24]([CH3:27])([CH3:26])[CH3:25])=[O:22])[CH2:2][C:3]([NH:5][C@H:6]([C:11]([N:13]1[CH2:20][CH2:19][CH2:18][C@H:14]1[C:15](O)=[O:16])=[O:12])[CH2:7][CH2:8][CH2:9][CH3:10])=[O:4].[NH4+].[Cl-].C1C=CC2N(O)N=[N:36]C=2C=1.C(Cl)CCl>CN(C=O)C.C(N(CC)CC)C>[NH:1]([C:21]([O:23][C:24]([CH3:27])([CH3:26])[CH3:25])=[O:22])[CH2:2][C:3]([NH:5][C@H:6]([C:11]([N:13]1[CH2:20][CH2:19][CH2:18][C@H:14]1[C:15]([NH2:36])=[O:16])=[O:12])[CH2:7][CH2:8][CH2:9][CH3:10])=[O:4] |f:1.2|. Run at temperature 0 celsius, time 10 minute. RXN SMILES: [CH3:39][OH:40].[ClH:33].[F:22][c:23]1[cH:24][cH:25][c:26]([CH2:27][OH:28])[cH:29][cH:30]1.[H-:31].[Na+:32].[O:1]1[CH2:2][CH2:3][N:4]([c:7]2[n:8][c:9](-[c:15]3[c:16]([F:21])[cH:17][n:18][cH:19][cH:20]3)[cH:10][c:11](=[O:14])[n:12]2[CH3:13])[CH2:5][CH2:6]1.[O:34]1[CH2:35][CH2:36][CH2:37][CH2:38]1>>[ClH:33].[O:1]1[CH2:2][CH2:3][N:4]([c:7]2[n:8][c:9](-[c:15]3[c:16]([O:28][CH2:27][c:26]4[cH:25][cH:24][c:23]([F:22])[cH:30][cH:29]4)[cH:17][n:18][cH:19][cH:20]3)[cH:10][c:11](=[O:14])[n:12]2[CH3:13])[CH2:5][CH2:6]1. Reactants: CO, Cl, OCc1ccc(F)cc1, [H-], [Na+], Cn1c(N2CCOCC2)nc(-c2ccncc2F)cc1=O, C1CCOC1. The product is Cl, Cn1c(N2CCOCC2)nc(-c2ccncc2OCc2ccc(F)cc2)cc1=O. Starting materials: CCCOC(=O)C(C)=O, Nc1ccc(Cl)c(Cl)c1. Product: CCCOC(=O)C(C)Nc1ccc(Cl)c(Cl)c1. RXN SMILES: [C:10]([C:11](=[O:12])[CH3:13])(=[O:14])[O:15][CH2:16][CH2:17][CH3:18].[NH2:1][c:2]1[cH:3][cH:4][c:5]([Cl:6])[c:7]([Cl:8])[cH:9]1>>[NH:1]([c:2]1[cH:3][cH:4][c:5]([Cl:6])[c:7]([Cl:8])[cH:9]1)[CH:11]([C:10](=[O:14])[O:15][CH2:16][CH2:17][CH3:18])[CH3:13]. Starting materials: CN1CCOCC1, CCc1[nH]c(C(=O)O)nc1Cl, CCOC(=O)c1sc(-n2cc3c(n2)CCC(N)C3)nc1C, On1nnc2ccccc21. The product is CCOC(=O)c1sc(-n2cc3c(n2)CCC(NC(=O)c2nc(Cl)c(CC)[nH]2)C3)nc1C. RXN SMILES: [CH3:43][N:44]1[CH2:45][CH2:46][O:47][CH2:48][CH2:49]1.[Cl:22][c:23]1[n:24][c:25]([C:30](=[O:31])[OH:32])[nH:26][c:27]1[CH2:28][CH3:29].[NH2:1][CH:2]1[CH2:3][c:4]2[cH:5][n:6](-[c:11]3[s:12][c:13]([C:17](=[O:18])[O:19][CH2:20][CH3:21])[c:14]([CH3:16])[n:15]3)[n:7][c:8]2[CH2:9][CH2:10]1.[OH:33][n:34]1[c:35]2[cH:36][cH:37][cH:38][cH:39][c:40]2[n:41][n:42]1>>[NH:1]([CH:2]1[CH2:3][c:4]2[cH:5][n:6](-[c:11]3[s:12][c:13]([C:17](=[O:18])[O:19][CH2:20][CH3:21])[c:14]([CH3:16])[n:15]3)[n:7][c:8]2[CH2:9][CH2:10]1)[C:30]([c:25]1[n:24][c:23]([Cl:22])[c:27]([CH2:28][CH3:29])[nH:26]1)=[O:31].